This data is from the Open Reaction Database (ORD), a public repository of structured organic reaction records. The task is: describe an organic reaction: reactants, conditions, products, and yield Procedure: In a manner similar to that of Example 7(a), by reaction of 100.00 g (577.9 mmol) of 3-bromophenol with 48.28 g (635.8 mmol) of chloromethyl methyl ether, 135.32 g (100%) of the expected product are obtained in the form of a pale beige oil. As a reaction SMILES: [Br:1][C:2]1[CH:3]=[C:4]([OH:8])[CH:5]=[CH:6][CH:7]=1.[CH3:9][O:10][CH2:11]Cl>>[CH3:9][O:10][CH2:11][O:8][C:4]1[CH:3]=[C:2]([Br:1])[CH:7]=[CH:6][CH:5]=1. Yield: 107.9%. Yields the product COCOC=1C=C(C=CC1)Br (3-Methoxymethoxybromobenzene). The reactants are BrC=1C=C(C=CC1)O (3-bromophenol), COCCl (chloromethyl methyl ether). Reactants: CC1=NC=CC(=C1)C=1C=C(C=C(C1)[N+](=O)[O-])N (3-(2-Methylpyridin-4-yl)-5-nitrobenzenamine), B(Br)(Br)Br.C(Cl)Cl (BBr3 CH2Cl2), C(=O)(O)[O-].[Na+] (NaHCO3). The solvent is CO (MeOH). Conditions: time 45 minute. Product: CC1=NC=CC(=C1)C=1C=C(C=C(C1)[N+](=O)[O-])O (3-(2-Methylpyridin-4-yl)-5-nitrophenol). Yield: 68.0%. Reaction SMILES: [CH3:1][C:2]1[CH:7]=[C:6]([C:8]2[CH:9]=[C:10](N)[CH:11]=[C:12]([N+:14]([O-:16])=[O:15])[CH:13]=2)[CH:5]=[CH:4][N:3]=1.B(Br)(Br)Br.C(Cl)Cl.C([O-])(O)=[O:26].[Na+]>CO>[CH3:1][C:2]1[CH:7]=[C:6]([C:8]2[CH:9]=[C:10]([OH:26])[CH:11]=[C:12]([N+:14]([O-:16])=[O:15])[CH:13]=2)[CH:5]=[CH:4][N:3]=1 |f:1.2,3.4|. Procedure: To 0° C. flask charged with 65.B (2.85 g, 11.7 mmol) was added a solution of BBr3/CH2Cl2 (1.0 M, 25 mL). The solution was allowed to warm to rt and stirred for 45 mins. The resulting mixture was treated with MeOH (7 mL), neutralized with solid NaHCO3 to PH=7 and concentrated under reduced pressure. Purification of the residue by flash chromatography on silica gel using 0-10% of MeOH/CH2Cl2 for elution gave the title product 65.C as solid (1.83 g, 68%). Starting materials: CC(C)=O, OC(CCl)COc1ccccc1, [I-], [Na+]. The product is OC(CI)COc1ccccc1. RXN SMILES: [CH3:15][C:16](=[O:17])[CH3:18].[Cl:1][CH2:2][CH:3]([CH2:4][O:5][c:6]1[cH:7][cH:8][cH:9][cH:10][cH:11]1)[OH:12].[I-:14].[Na+:13]>>[CH2:2]([CH:3]([CH2:4][O:5][c:6]1[cH:7][cH:8][cH:9][cH:10][cH:11]1)[OH:12])[I:14]. Starting materials: ClCCC1CN(C(O1)=O)C (5-(2-chloroethyl)-3-methyl-2-oxazolidinone), C(C)NC1=CC=C(C=C1)N1CCNCC1 (1-(4-ethylaminophenyl)piperazine). Yields the product C(C)NC1=CC=C(C=C1)N1CCN(CC1)CCC1CN(C(O1)=O)C (5-[2-[4-(4-ethylaminophenyl)-1-piperazinyl]ethyl]-3-methyl-2-oxazolidinone). As a reaction SMILES: Cl[CH2:2][CH2:3][CH:4]1[O:8][C:7](=[O:9])[N:6]([CH3:10])[CH2:5]1.[CH2:11]([NH:13][C:14]1[CH:19]=[CH:18][C:17]([N:20]2[CH2:25][CH2:24][NH:23][CH2:22][CH2:21]2)=[CH:16][CH:15]=1)[CH3:12]>>[CH2:11]([NH:13][C:14]1[CH:15]=[CH:16][C:17]([N:20]2[CH2:21][CH2:22][N:23]([CH2:2][CH2:3][CH:4]3[O:8][C:7](=[O:9])[N:6]([CH3:10])[CH2:5]3)[CH2:24][CH2:25]2)=[CH:18][CH:19]=1)[CH3:12]. Procedure details: Following the procedure of Example 2, the title compound is prepared from 5-(2-chloroethyl)-3-methyl-2-oxazolidinone and 1-(4-ethylaminophenyl)piperazine. Starting materials: C(C)C1=NC(=C(C=C1[N+](=O)[O-])C)C1=C(C=C(C=C1)OC(F)(F)F)OC (2-ethyl-6-(2-methoxy-4-trifluoromethoxy-phenyl)-5-methyl-3-nitro-pyridine). The reagents and catalysts are [Pd] (Pd/C). Run in C(C)O (ethanol). Run at time 4 hour. Product: C(C)C1=NC(=C(C=C1N)C)C1=C(C=C(C=C1)OC(F)(F)F)OC (2-ethyl-6-(2-methoxy-4-trifluoromethoxy-phenyl)-5-methyl-pyridin-3-ylamine). Reaction SMILES: [CH2:1]([C:3]1[C:8]([N+:9]([O-])=O)=[CH:7][C:6]([CH3:12])=[C:5]([C:13]2[CH:18]=[CH:17][C:16]([O:19][C:20]([F:23])([F:22])[F:21])=[CH:15][C:14]=2[O:24][CH3:25])[N:4]=1)[CH3:2]>C(O)C.[Pd]>[CH2:1]([C:3]1[C:8]([NH2:9])=[CH:7][C:6]([CH3:12])=[C:5]([C:13]2[CH:18]=[CH:17][C:16]([O:19][C:20]([F:22])([F:23])[F:21])=[CH:15][C:14]=2[O:24][CH3:25])[N:4]=1)[CH3:2]. Reported procedure: 10% Pd/C (0.1 g) is added to a solution of 2-ethyl-6-(2-methoxy-4-trifluoromethoxy-phenyl)-5-methyl-3-nitro-pyridine (0.3 g, 0.84 mmol) in ethanol (10 mL). The mixture is hydrogenated at a pressure of 50 psi for 4 hours. The mixture is filtered through celite and evaporated to dryness under reduced pressure to give 2-ethyl-6-(2-methoxy-4-trifluoromethoxy-phenyl)-5-methyl-pyridin-3-ylamine as a yellow solid which is used without further purification TLC Rf 0.30 (elution with 5% methanol-methylene... The reactants are ClC1=C(C=C(C(=O)Cl)C=C1)[N+](=O)[O-] (4-chloro-3-nitrobenzoyl chloride), BrC1=CC=C(C=C1)NN ((4-Bromo-phenyl)-hydrazine). Yields the product BrC1=CC=C(C=C1)NNC(C1=CC(=C(C=C1)Cl)[N+](=O)[O-])=O (4-Chloro-3-nitro-benzoic acid N′-(4-bromo-phenyl)-hydrazide). As a reaction SMILES: [Cl:1][C:2]1[CH:10]=[CH:9][C:5]([C:6](Cl)=[O:7])=[CH:4][C:3]=1[N+:11]([O-:13])=[O:12].[Br:14][C:15]1[CH:20]=[CH:19][C:18]([NH:21][NH2:22])=[CH:17][CH:16]=1>>[Br:14][C:15]1[CH:20]=[CH:19][C:18]([NH:21][NH:22][C:6](=[O:7])[C:5]2[CH:9]=[CH:10][C:2]([Cl:1])=[C:3]([N+:11]([O-:13])=[O:12])[CH:4]=2)=[CH:17][CH:16]=1. Procedure: A mixture of 4-chloro-3-nitrobenzoyl chloride was reacted with (4-Bromo-phenyl)-hydrazine to produce 4-Chloro-3-nitro-benzoic acid N′-(4-bromo-phenyl)-hydrazide according to the procedure of Example 10A, which was treated sequentially using the procedures from Examples 100A, 100B and 100C to provide the title product. The reactants are BrC1=C(C=CC(=C1)OC(F)(F)F)O[C@@H](C)CC=C ((S)-2-bromo-1-(pent-4-en-2-yloxy)-4-(trifluoromethoxy)benzene), FC1=CC(=C(C=C1F)B1OC(CN(CC(O1)=O)C)=O)O[C@@H](C)CC=C ((S)-2-(4,5-difluoro-2-(pent-4-en-2-yloxy)phenyl)-6-methyl-1,3,6,2-dioxazaborocane-4,8-dione). Yields the product CN1CC(OB(OC(C1)=O)C1=C(C=CC(=C1)OC(F)(F)F)O[C@@H](C)CC=C)=O ((S)-6-Methyl-2-(2-(pent-4-en-2-yloxy)-5-(trifluoromethoxy)phenyl)-1,3,6,2-dioxazaborocane-4,8-dione). The yield is 68.0%. As a reaction SMILES: Br[C:2]1[CH:7]=[C:6]([O:8][C:9]([F:12])([F:11])[F:10])[CH:5]=[CH:4][C:3]=1[O:13][C@H:14]([CH2:16][CH:17]=[CH2:18])[CH3:15].FC1C(F)=CC([B:27]2[O:34][C:33](=[O:35])[CH2:32][N:31]([CH3:36])[CH2:30][C:29](=[O:37])[O:28]2)=C(O[C@H](CC=C)C)C=1>>[CH3:36][N:31]1[CH2:32][C:33](=[O:35])[O:34][B:27]([C:2]2[CH:7]=[C:6]([O:8][C:9]([F:12])([F:11])[F:10])[CH:5]=[CH:4][C:3]=2[O:13][C@H:14]([CH2:16][CH:17]=[CH2:18])[CH3:15])[O:28][C:29](=[O:37])[CH2:30]1. Procedure: Prepared in 68% yield from (S)-2-bromo-1-(pent-4-en-2-yloxy)-4-(trifluoromethoxy)benzene following the same procedure as (S)-2-(4,5-difluoro-2-(pent-4-en-2-yloxy)phenyl)-6-methyl-1,3,6,2-dioxazaborocane-4,8-dione. 1H NMR (400 MHz, CDCl3) δ 7.57 (d, J=3.0 Hz, 1H), 7.23 (dd, J=8.8, 3.0 Hz, 1H), 6.93 (d, J=8.8 Hz, 1H), 5.90-5.77 (m, 1H), 5.19-5.11 (m, 2H), 4.69-4.60 (m, 1H), 4.12 (d, J=16.1 Hz, 1H), 4.01-3.85 (m, 3H), 2.71 (s, 3H), 2.53 (dt, J=14.4, 7.1 Hz, 1H), 2.44-2.34 (m, 1H), 1.32 (d, J=6.0 Hz...